This data is from the Open Reaction Database (ORD), a public repository of structured organic reaction records. The task is: describe an organic reaction: reactants, conditions, products, and yield Reactants: C(C)C1=C(C=CC=C1)C1=C(C=C(C=C1)C(=O)O)COC (2′-ethyl-2-(methoxymethyl)-1,1′-biphenyl-4-carboxylic acid), NC(C1=CC=C2CCN(CC2=C1)CCC(=O)OC(C)(C)C)=NO (tert-butyl 3-[7-[amino(hydroxyimino)methyl]-3,4-dihydroisoquinolin-2(1H)-yl]propanoate). Solvent: CCOC(=O)C (EtOAc). The product is C(C)C1=C(C=CC=C1)C1=C(C=C(C=C1)C1=NC(=NO1)C1=CC=C2CCN(CC2=C1)CCC(=O)OC(C)(C)C)COC (tert-butyl 3-[7-{5-[2′-ethyl-2-(methoxymethyl)biphenyl-4-yl]-1,2,4-oxadiazol-3-yl}-3,4-dihydroisoquinolin-2(1H)-yl]propanoate). Reaction SMILES: [CH2:1]([C:3]1[CH:8]=[CH:7][CH:6]=[CH:5][C:4]=1[C:9]1[CH:14]=[CH:13][C:12]([C:15](O)=O)=[CH:11][C:10]=1[CH2:18][O:19][CH3:20])[CH3:2].[NH2:21][C:22](=[N:42][OH:43])[C:23]1[CH:32]=[C:31]2[C:26]([CH2:27][CH2:28][N:29]([CH2:33][CH2:34][C:35]([O:37][C:38]([CH3:41])([CH3:40])[CH3:39])=[O:36])[CH2:30]2)=[CH:25][CH:24]=1>CCOC(C)=O>[CH2:1]([C:3]1[CH:8]=[CH:7][CH:6]=[CH:5][C:4]=1[C:9]1[CH:14]=[CH:13][C:12]([C:15]2[O:43][N:42]=[C:22]([C:23]3[CH:32]=[C:31]4[C:26]([CH2:27][CH2:28][N:29]([CH2:33][CH2:34][C:35]([O:37][C:38]([CH3:39])([CH3:40])[CH3:41])=[O:36])[CH2:30]4)=[CH:25][CH:24]=3)[N:21]=2)=[CH:11][C:10]=1[CH2:18][O:19][CH3:20])[CH3:2]. Procedure: Title compound was prepared following general procedure 2 starting from Intermediate 23 (162 mg; 0.6 mmol) and Intermediate 25 (182 mg; 0.6 mmol). The reaction mixture was diluted with EtOAc, washed with water and brine and evaporated under vacuum. Purification by silica column chromatography (c-Hex/(DCM/EtOAc 1:1), 90/10 to 50/50) afforded the title compound as a yellowish oil. LC/MS (method B): 555.5 (M+H)+. HPLC (Method A) Rt 4.98 min. The reactants are CCO, O=C[O-], [NH4+], CCOC(=O)C1CN(C(=O)OC(C)(C)C)CCC1NC(C)c1ccccc1. The product is CCOC(=O)C1CN(C(=O)OC(C)(C)C)CCC1N. Reaction SMILES: [CH3:32][CH2:33][OH:34].[CH:28]([O-:29])=[O:30].[NH4+:31].[c:1]1([CH:2]([CH3:3])[NH:9][CH:10]2[CH:11]([C:23](=[O:24])[O:25][CH2:26][CH3:27])[CH2:12][N:13]([C:16](=[O:17])[O:18][C:19]([CH3:20])([CH3:21])[CH3:22])[CH2:14][CH2:15]2)[cH:4][cH:5][cH:6][cH:7][cH:8]1>>[NH2:9][CH:10]1[CH:11]([C:23](=[O:24])[O:25][CH2:26][CH3:27])[CH2:12][N:13]([C:16](=[O:17])[O:18][C:19]([CH3:20])([CH3:21])[CH3:22])[CH2:14][CH2:15]1. Starting materials: CCCCOc1nc(N)c2nc(OC)n(CCC3CCOCC3)c2n1, C1COCCO1, CO, Cl, [Na+], [OH-], O. Product: CCCCOc1nc(N)c2[nH]c(=O)n(CCC3CCOCC3)c2n1. RXN SMILES: [CH2:1]([CH2:2][CH2:3][CH3:4])[O:5][c:6]1[n:7][c:8]([NH2:25])[c:9]2[n:10][c:11]([O:23][CH3:24])[n:12]([CH2:15][CH2:16][CH:17]3[CH2:18][CH2:19][O:20][CH2:21][CH2:22]3)[c:13]2[n:14]1.[CH2:32]1[O:33][CH2:34][CH2:35][O:36][CH2:37]1.[CH3:30][OH:31].[ClH:26].[Na+:29].[OH-:28].[OH2:27]>>[CH2:1]([CH2:2][CH2:3][CH3:4])[O:5][c:6]1[n:7][c:8]([NH2:25])[c:9]2[nH:10][c:11](=[O:23])[n:12]([CH2:15][CH2:16][CH:17]3[CH2:18][CH2:19][O:20][CH2:21][CH2:22]3)[c:13]2[n:14]1. The reactants are Brc1cccc(-c2ccccc2)c1, [Li]CCCC, CN(C)C=O, CCOC(C)=O, CCCCCC, Cl, C1CCOC1. The product is O=Cc1cccc(-c2ccccc2)c1. Reaction SMILES: [Br:1][c:2]1[cH:3][c:4](-[c:8]2[cH:9][cH:10][cH:11][cH:12][cH:13]2)[cH:5][cH:6][cH:7]1.[CH2:14]([Li:15])[CH2:16][CH2:17][CH3:18].[CH3:19][N:20]([CH:21]=[O:22])[CH3:23].[CH3:30][CH2:31][O:32][C:33](=[O:34])[CH3:35].[CH3:36][CH2:37][CH2:38][CH2:39][CH2:40][CH3:41].[ClH:24].[O:25]1[CH2:26][CH2:27][CH2:28][CH2:29]1>>[c:2]1([CH:21]=[O:22])[cH:3][c:4](-[c:8]2[cH:9][cH:10][cH:11][cH:12][cH:13]2)[cH:5][cH:6][cH:7]1. The reactants are [K+], O=[Mn](=O)(=O)[O-], O, Cc1n[nH]c2c1nc(-c1ccccc1)c1ccccc12, c1ccncc1. Product: O=C(O)c1n[nH]c2c1nc(-c1ccccc1)c1ccccc12. RXN SMILES: [K+:6].[Mn:1](=[O:2])([O-:3])(=[O:4])=[O:5].[OH2:27].[c:7]1(-[c:13]2[n:14][c:15]3[c:16]([c:17]4[cH:18][cH:19][cH:20][cH:21][c:22]24)[nH:23][n:24][c:25]3[CH3:26])[cH:8][cH:9][cH:10][cH:11][cH:12]1.[cH:28]1[cH:29][cH:30][n:31][cH:32][cH:33]1>>[OH:2][C:26]([c:25]1[c:15]2[n:14][c:13](-[c:7]3[cH:8][cH:9][cH:10][cH:11][cH:12]3)[c:22]3[c:17]([c:16]2[nH:23][n:24]1)[cH:18][cH:19][cH:20][cH:21]3)=[O:27]. The reactants are C(C)(C)(C)OC(=O)C1=C(C=CC=C1)C1=CC=C(C=C1)CN1C(=NC(=C1C(=O)OCC)C(C)(C)O)COCC (ethyl 1-{4-[2-(t-butoxycarbonyl)phenyl]phenyl}methyl-2-ethoxymethyl-4-(1-hydroxy-1-methylethyl)imidazole-5-carboxylate), Cl (hydrochloride). Product: C(=O)(O)C1=C(C=CC=C1)C1=CC=C(C=C1)CN1C(=NC(=C1C(=O)OCC)C(C)(C)O)COCC (Ethyl 1-[4-(2-carboxyphenyl)phenyl]methyl-2-ethoxymethyl-4-(1-hydroxy-1-methylethyl)imidazole-5-carboxylate). RXN SMILES: C([O:5][C:6]([C:8]1[CH:13]=[CH:12][CH:11]=[CH:10][C:9]=1[C:14]1[CH:19]=[CH:18][C:17]([CH2:20][N:21]2[C:25]([C:26]([O:28][CH2:29][CH3:30])=[O:27])=[C:24]([C:31]([OH:34])([CH3:33])[CH3:32])[N:23]=[C:22]2[CH2:35][O:36][CH2:37][CH3:38])=[CH:16][CH:15]=1)=[O:7])(C)(C)C.Cl>>[C:6]([C:8]1[CH:13]=[CH:12][CH:11]=[CH:10][C:9]=1[C:14]1[CH:19]=[CH:18][C:17]([CH2:20][N:21]2[C:25]([C:26]([O:28][CH2:29][CH3:30])=[O:27])=[C:24]([C:31]([OH:34])([CH3:32])[CH3:33])[N:23]=[C:22]2[CH2:35][O:36][CH2:37][CH3:38])=[CH:16][CH:15]=1)([OH:7])=[O:5]. Procedure details: Following a procedure similar to that described in Example 96(b), but using 600 mg of ethyl 1-{4-[2-(t-butoxycarbonyl)phenyl]phenyl}methyl-2-ethoxymethyl-4-(1-hydroxy-1-methylethyl)imidazole-5-carboxylate [prepared as described in step (a) above], 585 mg of the hydrochloride of the title compound were obtained as a foam-like solid. Starting materials: FC(C=1C=C(C=CC1)C1=CC(=CN=N1)N)(F)F (6-[3-(Trifluoromethyl)phenyl]-4-pyridazinamine), ClN1C(CCC1=O)=O (N-chlorosuccinimide), CCOC(=O)C.C1CCCCC1 (EtOAc cyclohexane). The solvent is CC#N (CH3CN). Yields the product ClC=1C(=CN=NC1C1=CC(=CC=C1)C(F)(F)F)N (5-chloro-6-[3-(trifluoromethyl)phenyl]-4-pyridazinamine). Isolated yield 52.1%. Reaction SMILES: [F:1][C:2]([F:17])([F:16])[C:3]1[CH:4]=[C:5]([C:9]2[N:14]=[N:13][CH:12]=[C:11]([NH2:15])[CH:10]=2)[CH:6]=[CH:7][CH:8]=1.[Cl:18]N1C(=O)CCC1=O.CCOC(C)=O.C1CCCCC1>CC#N>[Cl:18][C:10]1[C:11]([NH2:15])=[CH:12][N:13]=[N:14][C:9]=1[C:5]1[CH:6]=[CH:7][CH:8]=[C:3]([C:2]([F:1])([F:16])[F:17])[CH:4]=1 |f:2.3|. Procedure details: 6-[3-(Trifluoromethyl)phenyl]-4-pyridazinamine (2.0 g, 0.0084 mole, Compound No. 4) and N-chlorosuccinimide (0.61 g, 0.004 mole) were refluxed under N2 in CH3CN (50 mL) for 1.5 h. After this time no starting material was present by TLC. The mixture was partitioned between EtOAc/water. The organic layer was extracted again with water, dried (MgSO4), filtered and evaporated to give a crude oil. The oil was chromatographed on a Prep-500 using EtOAc/cyclohexane (9:1) to give a crude solid. The solid... Starting materials: ONC(CC1=CC=C(C=C1)OCCC=1N=C(OC1)C1=CC=CC=C1)=N (N-hydroxy-4-[2-(2-phenyl-4-oxazolyl)ethoxy]benzeneethanimidamide), C(=O)(N1C=NC=C1)N1C=NC=C1 (carbonyldiimidazole). Run in C1CCOC1 (THF). Run at temperature 25 celsius, time 16 hour. The product is C1(=CC=CC=C1)C=1OC=C(N1)CCOC1=CC=C(C=C1)CC1=NOC(N1)=O (3-[(4-(2-(2-phenyl-4-oxazolyl)ethoxy)phenyl)-methyl]1,2,4-oxadiazolin-5-one). Isolated yield 71.1%. Reaction SMILES: [OH:1][NH:2][C:3](=[NH:25])[CH2:4][C:5]1[CH:10]=[CH:9][C:8]([O:11][CH2:12][CH2:13][C:14]2[N:15]=[C:16]([C:19]3[CH:24]=[CH:23][CH:22]=[CH:21][CH:20]=3)[O:17][CH:18]=2)=[CH:7][CH:6]=1.[C:26](N1C=CN=C1)(N1C=CN=C1)=[O:27]>C1COCC1>[C:19]1([C:16]2[O:17][CH:18]=[C:14]([CH2:13][CH2:12][O:11][C:8]3[CH:7]=[CH:6][C:5]([CH2:4][C:3]4[NH:25][C:26](=[O:27])[O:1][N:2]=4)=[CH:10][CH:9]=3)[N:15]=2)[CH:20]=[CH:21][CH:22]=[CH:23][CH:24]=1. Reported procedure: A mixture of 4.06 g of the amidoxime from Example 14 Part A, 150 mL of THF and 1.98 g of carbonyldiimidazole was heated at reflux for 7 hours, cooled to 25° C., and stirred another 16 hours. The solvent was removed in vacuo. The residue was dissolved in 600 mL of EtOAc, washed with H2O and dried over anhydrous Na2SO4. The residue, obtained after filtration and evaporation of the solvent, was recrystallized from EtOH to give 3.11 g of 3-[(4-(2-(2-phenyl-4-oxazolyl)ethoxy)phenyl)-methyl]1,2,4-oxad... Starting materials: Br, CCCCCCCCc1ccc(CCO)cc1, Cc1ccccc1, [Na+], [Na+], O=S([O-])[O-]. Yields the product CCCCCCCCc1ccc(CCBr)cc1. RXN SMILES: [BrH:24].[CH2:1]([CH2:2][CH2:3][CH2:4][CH2:5][CH2:6][CH2:7][CH3:8])[c:9]1[cH:10][cH:11][c:12]([CH2:15][CH2:16][OH:17])[cH:13][cH:14]1.[CH3:25][c:26]1[cH:27][cH:28][cH:29][cH:30][cH:31]1.[Na+:22].[Na+:23].[S:18]([O-:19])([O-:20])=[O:21]>>[CH2:1]([CH2:2][CH2:3][CH2:4][CH2:5][CH2:6][CH2:7][CH3:8])[c:9]1[cH:10][cH:11][c:12]([CH2:15][CH2:16][Br:24])[cH:13][cH:14]1.